This data is from the Open Reaction Database (ORD), a public repository of structured organic reaction records. The task is: describe an organic reaction: reactants, conditions, products, and yield Reactants: [Br-].C1(CCCCC1)C(C(=O)OCC1[N+](CCC1)(C)C(C(N)=O)C1=NOC=C1)(C1=CC=CC=C1)O ((R/S)-(2-Cyclohexyl-2-hydroxy-2-phenyl-acetoxymethyl)-1-(isoxazol-3-yl carbamoylmethyl)-1-methyl-pyrrolidinium bromide), [Br-].OC1CC[N+](CC1)(C)CC(NC1=NOC=C1)=O (4-hydroxy-1-(isoxazol-3-ylcarbamoylmethyl)-1-methyl-piperidinium bromide), [Br-].OC[C@@H]1[N+](CCC1)(C)CC(NC1=NOC=C1)=O ((1R/S,2R)-2-hydroxymethyl-1-(isoxazol-3-ylcarbamoylmethyl)-1-methyl-pyrrolidinium bromide), [Br-].OC1CC[N+](CC1)(C)CC(NC1=NOC=C1)=O (4-hydroxy-1-(isoxazol-3-ylcarbamoylmethyl)-1-methyl-piperidinium bromide). The product is [Br-].C1(CCCCC1)C(C(=O)OC1CC[N+](CC1)(C)CC(NC1=NOC=C1)=O)(C1=CC=CC=C1)O (4-(2-Cyclohexyl-2-hydroxy-2-phenyl-acetoxy)-1-(isoxazol-3-ylcarbamoylmethyl)-1-methyl-piperidinium bromide). As a reaction SMILES: [Br-:1].[CH:2]1([C:8]([OH:34])([C:28]2[CH:33]=[CH:32][CH:31]=[CH:30][CH:29]=2)[C:9]([O:11]CC2CCC[N+]2(C(C2C=CON=2)C(=O)N)C)=[O:10])[CH2:7][CH2:6][CH2:5][CH2:4][CH2:3]1.[Br-].O[CH2:37][C@H:38]1[CH2:42][CH2:41][CH2:40][N+:39]1([CH2:44][C:45](=[O:52])[NH:46][C:47]1[CH:51]=[CH:50][O:49][N:48]=1)[CH3:43].[Br-].OC1CC[N+](CC(=O)NC2C=CON=2)(C)CC1>>[Br-:1].[CH:2]1([C:8]([OH:34])([C:28]2[CH:29]=[CH:30][CH:31]=[CH:32][CH:33]=2)[C:9]([O:11][CH:42]2[CH2:37][CH2:38][N+:39]([CH2:44][C:45](=[O:52])[NH:46][C:47]3[CH:51]=[CH:50][O:49][N:48]=3)([CH3:43])[CH2:40][CH2:41]2)=[O:10])[CH2:3][CH2:4][CH2:5][CH2:6][CH2:7]1 |f:0.1,2.3,4.5,6.7|. Reported procedure: This compound is prepared by an analogous method to (1R/S,2R)-2-((R/S)-(2-Cyclohexyl-2-hydroxy-2-phenyl-acetoxymethyl)-1-(isoxazol-3-yl carbamoylmethyl)-1-methyl-pyrrolidinium bromide (Example 1) by replacing (1R/S,2R)-2-hydroxymethyl-1-(isoxazol-3-ylcarbamoyl-methyl)-1-methyl-pyrrolidinium bromide (Intermediate B) with 4-hydroxy-1-(isoxazol-3-ylcarbamoylmethyl)-1-methyl-piperidinium bromide (Intermediate I).